From a dataset of the Open Reaction Database (ORD), a public repository of structured organic reaction records. describe an organic reaction: reactants, conditions, products, and yield Reactants: CC1=C(C=2C(=NC=CC2)N1)C(=O)OC(C)(C)C (tert-butyl 2-methyl-1H-pyrrolo[2,3-b]pyridine-3-carboxylate), C(=O)([O-])[O-].[Cs+].[Cs+] (Cs2CO3), [I-].[K+] (potassium iodide), ClC(C(C)=O)C (3-chlorobutan-2-one). The solvent is CC#N (CH3CN). Run at temperature 27 celsius, time 30 minute. Product: CC1=C(C=2C(=NC=CC2)N1C(C)C(C)=O)C(=O)OC(C)(C)C (tert-butyl 2-methyl-1-(3-oxobutan-2-yl)-1H-pyrrolo[2,3-b]pyridine-3-carboxylate). Yield: 50.0%. RXN SMILES: [CH3:1][C:2]1[NH:10][C:5]2=[N:6][CH:7]=[CH:8][CH:9]=[C:4]2[C:3]=1[C:11]([O:13][C:14]([CH3:17])([CH3:16])[CH3:15])=[O:12].C([O-])([O-])=O.[Cs+].[Cs+].[I-].[K+].Cl[CH:27]([CH3:31])[C:28](=[O:30])[CH3:29]>CC#N>[CH3:1][C:2]1[N:10]([CH:27]([C:28](=[O:30])[CH3:29])[CH3:31])[C:5]2=[N:6][CH:7]=[CH:8][CH:9]=[C:4]2[C:3]=1[C:11]([O:13][C:14]([CH3:17])([CH3:16])[CH3:15])=[O:12] |f:1.2.3,4.5|. Procedure details: To a solution of tert-butyl 2-methyl-1H-pyrrolo[2,3-b]pyridine-3-carboxylate (5.0 g, 21.53 mmol) in CH3CN (50 mL) was added Cs2CO3 (21.0 g, 64.58 mmol), potassium iodide (3.57 g, 21.53 mmol). The mixture was stirred at 27° C. for 30 minutes. Then 3-chlorobutan-2-one (2.75 g, 25.83 mmol) was added and the mixture was stirred at 70° C. for 12 hours. The mixture was filtered and the filtrate was concentrated. The residue was purified by column (Elute: Petroleum ether:Ethyl acetate=50:1) to give ter... The reactants are C(C)OC(CNCC1=C(C=CC=C1C)N)=O (N-(2-amino-6-methylbenzyl) glycine ethyl ester), C(=S)(Cl)Cl (thiophosgene). The solvent is O1CCCC1 (tetrahydrofuran). Yields the product CC1=C2CN(C(NC2=CC=C1)=S)CC(=O)OCC (5-methyl-3-(carbethoxymethyl)-1,2,3,4-tetrahydroquinazolin-2-thione). Reaction SMILES: [CH2:1]([O:3][C:4](=[O:16])[CH2:5][NH:6][CH2:7][C:8]1[C:13]([CH3:14])=[CH:12][CH:11]=[CH:10][C:9]=1[NH2:15])[CH3:2].[C:17](Cl)(Cl)=[S:18]>O1CCCC1>[CH3:14][C:13]1[CH:12]=[CH:11][CH:10]=[C:9]2[C:8]=1[CH2:7][N:6]([CH2:5][C:4]([O:3][CH2:1][CH3:2])=[O:16])[C:17](=[S:18])[NH:15]2. Procedure: To a cooled solution of compound (10b) (15 g., 67 mmole) in 300 ml of anhydrous tetrahydrofuran under a nitrogen atmosphere, is added 72 mmole of thiophosgene at about room temperature. Upon completion of the addition, the solution was refluxed for 10 hours, cooled to room temperature and the tetrahydrofuran removed in vacuo. The residue is dissolved in methylene chloride, washed with 5% aqueous hydrochloric acid, then water. The methylene chloride solution is dried over sodium sulfate, filtered... Starting materials: C(C)O (ethanol), OC1=C(C=CC(=C1)OC(C)C)C(C1=CC=CC=C1)C(=O)C(C1=CC=CC=C1)C1=C(C=C(C=C1)OC(C)C)O (2-hydroxy-4-isopropyloxy-phenyl-benzyl ketone), C(OCC)([O-])[O-] (ethyl orthoformate), N1CCOCC1 (morpholine). Run in CN(C=O)C (dimethyl formamide). Yields the product C(C)(C)OC1=CC=C2C(C(=COC2=C1)C1=CC=CC=C1)=O (7-isopropyloxy-isoflavone). As a reaction SMILES: O[C:2]1[CH:7]=C(OC(C)C)C=C[C:3]=1[CH:12]([C:19]([CH:21](C1C=CC(OC(C)C)=CC=1O)[C:22]1[CH:27]=[CH:26][CH:25]=[CH:24][CH:23]=1)=[O:20])C1C=CC=CC=1.[CH:39]([O-])([O-])[O:40][CH2:41][CH3:42].N1CCOC[CH2:46]1.[CH2:51]([OH:53])[CH3:52]>CN(C)C=O>[CH:51]([O:53][C:7]1[CH:42]=[C:41]2[C:12]([C:19](=[O:20])[C:21]([C:22]3[CH:27]=[CH:26][CH:25]=[CH:24][CH:23]=3)=[CH:39][O:40]2)=[CH:3][CH:2]=1)([CH3:46])[CH3:52]. Reported procedure: 27 g of 2-hydroxy-4-isopropyloxy-phenyl-benzyl ketone, 22 g of ethyl orthoformate and 5 g of morpholine are boiled for 8 hours in 200 ml of dimethyl formamide. The ethanol formed during the reaction is removed through a fraction head. Then the major part of solvent is distilled off in vacuum and the residue is diluted with dilute aqueous hydrochloric acid. The crude product is filtered and recrystallized from acetone, yielding 24 g of 7-isopropyloxy-isoflavone of m.p. 115°-117°C. The reactants are NC1=NC(=C(C(=N1)Cl)C#N)C1=CC=CC=C1 (2-amino-4-chloro-6-phenylpyrimidine-5-carbonitrile), C[C@@H]1[C@H](C2=CC(=CC=C2C1)C)N ((1R,2S)-2,6-dimethyl-2,3-dihydro-1H-inden-1-amine), C([O-])([O-])=O.[K+].[K+] (potassium carbonate). Yields the product NC1=NC(=C(C(=N1)C1=CC=CC=C1)C#N)N[C@@H]1CCCC2=CC=CC=C12 (2-amino-4-phenyl-6-[(1R)-1,2,3,4-tetrahydronaphthalen-1-ylamino]pyrimidine-5-carbonitrile). The solvent is CN1C(CCC1)=O (N-methylpyrrolidone). Procedure: A mixture of 0.40 g (1.21 mmol) of 2-amino-4-chloro-6-phenylpyrimidine-5-carbonitrile (crude mixture as precursor, ca. 70% purity), 0.27 g (1.82 mmol) of (1R,2S)-2,6-dimethyl-2,3-dihydro-1H-inden-1-amine and 0.34 g (2.42 mmol) of potassium carbonate is heated in 1 ml of N-methylpyrrolidone as solvent at 150° C. for 60 minutes in a microwave appliance (Biotage Initiator, http://www.biotage.com/DynPage.aspx?id=22001). The crude mixture is absorbed on silica gel and, following column chromatographi... Isolated yield 70.4%. As a reaction SMILES: [NH2:1][C:2]1[N:7]=[C:6](Cl)[C:5]([C:9]#[N:10])=[C:4]([C:11]2[CH:16]=[CH:15][CH:14]=[CH:13][CH:12]=2)[N:3]=1.[CH3:17][C@H:18]1[CH2:26][C:25]2[C:20](=[CH:21][C:22](C)=[CH:23][CH:24]=2)[C@@H:19]1[NH2:28].C(=O)([O-])[O-].[K+].[K+]>CN1CCCC1=O>[NH2:1][C:2]1[N:3]=[C:4]([C:11]2[CH:16]=[CH:15][CH:14]=[CH:13][CH:12]=2)[C:5]([C:9]#[N:10])=[C:6]([NH:28][C@H:19]2[C:20]3[C:25](=[CH:24][CH:23]=[CH:22][CH:21]=3)[CH2:26][CH2:18][CH2:17]2)[N:7]=1 |f:2.3.4|. The reactants are C1(=CC=CC=C1)NS(=O)(=O)C=1C=C2CC(NC2=CC1)=O (2-Oxo-2,3-dihydro-1H-indole-5-sulfonic acid phenylamide), N1(CCCC1)CCOC=1C=C2C=C(NC2=CC1)C=O (5-(2-pyrrolidin-1-yl-ethoxy)-1H-indole-2-carbaldehyde). The product is C1(=CC=CC=C1)NS(=O)(=O)C=1C=C2C(C(NC2=CC1)=O)=CC=1NC2=CC=C(C=C2C1)OCCN1CCCC1 (2-Oxo-3-[5-(2-pyrrolidin-1-yl-ethoxy)-1H-indol-2-ylmethylene]-2,3-dihydro-1H-indole-5-sulfonic acid phenylamide). RXN SMILES: [C:1]1([NH:7][S:8]([C:11]2[CH:12]=[C:13]3[C:17](=[CH:18][CH:19]=2)[NH:16][C:15](=[O:20])[CH2:14]3)(=[O:10])=[O:9])[CH:6]=[CH:5][CH:4]=[CH:3][CH:2]=1.[N:21]1([CH2:26][CH2:27][O:28][C:29]2[CH:30]=[C:31]3[C:35](=[CH:36][CH:37]=2)[NH:34][C:33]([CH:38]=O)=[CH:32]3)[CH2:25][CH2:24][CH2:23][CH2:22]1>>[C:1]1([NH:7][S:8]([C:11]2[CH:12]=[C:13]3[C:17](=[CH:18][CH:19]=2)[NH:16][C:15](=[O:20])[C:14]3=[CH:38][C:33]2[NH:34][C:35]3[C:31]([CH:32]=2)=[CH:30][C:29]([O:28][CH2:27][CH2:26][N:21]2[CH2:25][CH2:24][CH2:23][CH2:22]2)=[CH:37][CH:36]=3)(=[O:10])=[O:9])[CH:2]=[CH:3][CH:4]=[CH:5][CH:6]=1. Procedure details: 2-Oxo-2,3-dihydro-1H-indole-5-sulfonic acid phenylamide was condensed with 5-(2-pyrrolidin-1-yl-ethoxy)-1H-indole-2-carbaldehyde to give the title compound. Reactants: [C@@H]1([C@@H](CCCC1)N)N (trans-1,2-Cyclohexanediamine), CCCCCCCCCCCC (dodecane), IC=1C=C(C=C(C1)C)C (5-iodo-m-xylene), C(C1=CC=CC=C1)(C1=CC=CC=C1)=NN (benzophenone hydrazone), CC(C)([O-])C.[Na+] (sodium tert-butoxide). Reagents/catalysts: [Cu]I (CuI). Run in O1CCOCC1 (dioxane). Run at temperature 110 celsius, time 23 hour. The product is CC=1C=C(C=C(C1)C)NN=C(C1=CC=CC=C1)C1=CC=CC=C1 (N-(3,5-Dimethylphenyl)benzophenone Hydrazone). The yield is 80.3%. As a reaction SMILES: [C:1](=[N:14][NH2:15])([C:8]1[CH:13]=[CH:12][CH:11]=[CH:10][CH:9]=1)[C:2]1[CH:7]=[CH:6][CH:5]=[CH:4][CH:3]=1.CC(C)([O-])C.[Na+].[C@@H]1(N)CCCC[C@H]1N.CCCCCCCCCCCC.I[C:43]1[CH:44]=[C:45]([CH3:50])[CH:46]=[C:47]([CH3:49])[CH:48]=1>[Cu]I.O1CCOCC1>[CH3:50][C:45]1[CH:44]=[C:43]([NH:15][N:14]=[C:1]([C:8]2[CH:9]=[CH:10][CH:11]=[CH:12][CH:13]=2)[C:2]2[CH:7]=[CH:6][CH:5]=[CH:4][CH:3]=2)[CH:48]=[C:47]([CH3:49])[CH:46]=1 |f:1.2|. Procedure details: An oven-dried resealable Schlenk tube was charged with CuI (2.0 mg, 0.0105 mmol, 1.0 mol %), benzophenone hydrazone (245 mg, 1.25 mmol), sodium tert-butoxide (145 mg, 1.51 mmol), evacuated and backfilled with argon. trans-1,2-Cyclohexanediamine (13 μL, 0.108 mmol, 11 mol %), dodecane (235 μL), 5-iodo-m-xylene (150 μL, 1.04 mmol) and dioxane (1.0 mL) were added under argon. The Schlenk tube was sealed and the reaction mixture was stirred magnetically at 110° C. for 23 h. The resulting dark brown ... Starting materials: COC1=CC=CC=2C=C(OC21)C2=CC=NC=C2 (4-(7-methoxy-2-benzofuranyl)pyridine), CI (methyl iodide). The solvent is CC(CC)=O (2-butanone). Reaction conditions: temperature 50 celsius, time 4 hour. Product: [I-].C[N+]1=CC=C(C=C1)C=1OC2=C(C1)C=CC=C2OC (1-methyl-4-(7-methoxy-2-benzofuranyl)pyridinium iodide). RXN SMILES: [CH3:1][O:2][C:3]1[C:11]2[O:10][C:9]([C:12]3[CH:17]=[CH:16][N:15]=[CH:14][CH:13]=3)=[CH:8][C:7]=2[CH:6]=[CH:5][CH:4]=1.[CH3:18][I:19]>CC(=O)CC>[I-:19].[CH3:18][N+:15]1[CH:16]=[CH:17][C:12]([C:9]2[O:10][C:11]3[C:3]([O:2][CH3:1])=[CH:4][CH:5]=[CH:6][C:7]=3[CH:8]=2)=[CH:13][CH:14]=1 |f:3.4|. Procedure details: A mixture of 4-(7-methoxy-2-benzofuranyl)pyridine (66 g), methyl iodide (56.7 g) and 2-butanone (800 ml) was stirred at 50° C. for 4 hours, cooled to room temperature, filtered and the resulting solid was washed with 2-butanone to provide 1-methyl-4-(7-methoxy-2-benzofuranyl)pyridinium iodide, m.p. 225°-227° (dec.). The quaternary salt (90 g) was dissolved in methanol (1 l) and a solution of NaBH4 (40 g) in H2O (250 ml) was added dropwise. The mixture was stirred at ambient temperature for 3 hou... The reactants are CN(C)C=O, CN1CCC(C(O)c2cccn2Cc2ccccc2F)CC1, [H-], [Na+], c1ccccc1. Product: CN1CCC(C2Oc3ccccc3Cn3cccc32)CC1. Reaction SMILES: [CH3:25][N:26]([CH3:27])[CH:28]=[O:29].[F:3][c:4]1[c:5]([CH2:6][n:7]2[c:8]([CH:12]([OH:13])[CH:14]3[CH2:15][CH2:16][N:17]([CH3:20])[CH2:18][CH2:19]3)[cH:9][cH:10][cH:11]2)[cH:21][cH:22][cH:23][cH:24]1.[H-:1].[Na+:2].[cH:30]1[cH:31][cH:32][cH:33][cH:34][cH:35]1>>[c:4]12[c:5]([cH:21][cH:22][cH:23][cH:24]1)[CH2:6][n:7]1[c:8]([cH:9][cH:10][cH:11]1)[CH:12]([CH:14]1[CH2:15][CH2:16][N:17]([CH3:20])[CH2:18][CH2:19]1)[O:13]2. The reactants are ( i ), BrC1=CC=C(C=C1)C(C(C)C)=O (1-bromo-4-(2-methylpropanoyl)benzene), C(CCO)O (1,3-propanediol). Product: BrC1=CC=C(C=C1)C1(OCCCO1)C(C)C (2-(4-bromophenyl)-2-isopropyl-1,3-dioxane). Isolated yield 42.0%. Reaction SMILES: [Br:1][C:2]1[CH:7]=[CH:6][C:5]([C:8](=[O:12])[CH:9]([CH3:11])[CH3:10])=[CH:4][CH:3]=1.[CH2:13](O)[CH2:14][CH2:15][OH:16]>>[Br:1][C:2]1[CH:3]=[CH:4][C:5]([C:8]2([CH:9]([CH3:10])[CH3:11])[O:16][CH2:15][CH2:14][CH2:13][O:12]2)=[CH:6][CH:7]=1. Procedure details: Using an analogous procedure to that described in Example 62, part (i), but starting from 1-bromo-4-(2-methylpropanoyl)benzene and 1,3-propanediol there was thus obtained (in 42% yield) 2-(4-bromophenyl)-2-isopropyl-1,3-dioxane (4.25g), b.p. 116° C. at 0.4 mm Hg; 1H NMR (acid free CDCl3): 0.8 (d, 3 H), 1.15-1.25 (m, 1 H), 1.85 (m, 2 H), 2.0-2.1 (m, 1 H), 3.68 (d of t, 2 H), 3.75-3.85 (m, 2 H) 7.15-7.25 (m, 2 H), 7.45-7.55 (m, 2 H): mass spectrum (CI+) 285 (M+H)+.